Dataset: the Open Reaction Database (ORD), a public repository of structured organic reaction records. Task: describe an organic reaction: reactants, conditions, products, and yield The reactants are ClC=1C=C(C=CC1Cl)C=1N2CCCC2=C(C1C(=O)OC)C(=O)OC (dimethyl 2,3-dihydro-5-(3,4-dichlorophenyl)-1H-pyrrolizine-6,7-dicarboxylate), [H-].[Al+3].[Li+].[H-].[H-].[H-] (lithium aluminum hydride), O (water), [H-] (hydride). Run in ClCCl (dichloromethane), CCOCC (ether), CCOCC (ether). The product is ClC=1C=C(C=CC1Cl)C=1N2CCCC2=C(C1CO)CO (2,3-dihydro-5-(3',4'-dichlorophenyl)-6,7-bis(hydroxymethyl)-1H-pyrrolizine). Yield: 19.8%. RXN SMILES: [Cl:1][C:2]1[CH:3]=[C:4]([C:9]2[N:10]3[C:14](=[C:15]([C:21](OC)=[O:22])[C:16]=2[C:17](OC)=[O:18])[CH2:13][CH2:12][CH2:11]3)[CH:5]=[CH:6][C:7]=1[Cl:8].[H-].[Al+3].[Li+].[H-].[H-].[H-].[H-].O>ClCCl.CCOCC>[Cl:1][C:2]1[CH:3]=[C:4]([C:9]2[N:10]3[C:14](=[C:15]([CH2:21][OH:22])[C:16]=2[CH2:17][OH:18])[CH2:13][CH2:12][CH2:11]3)[CH:5]=[CH:6][C:7]=1[Cl:8] |f:1.2.3.4.5.6|. Procedure details: A solution of dimethyl 2,3-dihydro-5-(3,4-dichlorophenyl)-1H-pyrrolizine-6,7-dicarboxylate (57.8 g, 0.157 mol) in dry dichloromethane (250 mL) was added dropwise, over a 30-min period, to a mechanically stirred mixture of lithium aluminum hydride (14.04 g, 2.35 equiv) in anhydrous ether (400 ml) heated under reflux. The stirred mixture was heated at reflux for 1 h after the addition was completed and cooled in an ice bath. The excess hydride was decomposed with wet ether and then with water unti... The reactants are ice, NC1C(CCCC1)N (1,2-diaminocyclohexane), C(=O)C=O (glyoxal). The solvent is O (water). Run at time 1 hour. Yields the product C1CCCC2NC3C(NC4CCCCC4N3)NC12 (Octadecahydroquinoxalino[2,3-b]quinoxaline). Isolated yield 8.4%. Reaction SMILES: [NH2:1][CH:2]1[CH2:7][CH2:6][CH2:5][CH2:4][CH:3]1[NH2:8].[CH:9]([CH:11]=O)=O>O>[CH2:4]1[CH:3]2[CH:2]([NH:1][CH:3]3[NH:8][CH:9]4[CH:11]([CH2:4][CH2:5][CH2:6][CH2:7]4)[NH:1][CH:2]3[NH:8]2)[CH2:7][CH2:6][CH2:5]1. Reported procedure: To an ice-cold solution of 11.4 grams (0.1 mole) of 1,2-diaminocyclohexane and 5 ml of water was added dropwise 8.3 grams of 40% aqueous glyoxal (2.9 grams, 0.05 mole). Within 5-10 minutes a precipitate formed, which was allowed to stand at room temperature for one hour, then heated at 65°-70° C. for 1.5 hours. The solid was recrystallized from acetonitrile to give 1.05 grams of tan crystals, m.p. 148°-155° C. Reactants: Brc1ccccc1, O=C([O-])[O-], COc1ccc(NC(C)=O)c(C)c1, COc1ccc(N(C(C)=O)c2ccccc2)c(C)c1, [Cu], I, [K+], [K+], O. The product is COc1ccc(Nc2ccccc2)c(C)c1. RXN SMILES: [Br:14][c:15]1[cH:16][cH:17][cH:18][cH:19][cH:20]1.[C:21](=[O:22])([O-:23])[O-:24].[CH3:1][O:2][c:3]1[cH:4][c:5]([CH3:6])[c:7]([NH:8][C:9](=[O:10])[CH3:11])[cH:12][cH:13]1.[CH3:28][O:29][c:30]1[cH:31][c:32]([CH3:46])[c:33]([N:36]([c:37]2[cH:38][cH:39][cH:40][cH:41][cH:42]2)[C:43](=[O:44])[CH3:45])[cH:34][cH:35]1.[Cu:47].[I:27].[K+:25].[K+:26].[OH2:48]>>[CH3:28][O:29][c:30]1[cH:31][c:32]([CH3:46])[c:33]([NH:36][c:37]2[cH:38][cH:39][cH:40][cH:41][cH:42]2)[cH:34][cH:35]1. The reactants are ClC1=NC=CC(=N1)C=1C(=NN2C1C=CC(=C2)C)C=2C=C(C=CC2)NC(CC=2SC=CC2)=O (N-{3-[3-(2-Chloro-4-pyrimidinyl)-6-methylpyrazolo[1,5-a]pyridin-2-yl]phenyl}-2-(2-thienyl)acetamide), O1CCOCC1 (dioxane), C(C)(=O)N1CCN(CC1)C1=CC=C(C=C1)N ([4-(4-acetyl-1-piperazinyl)phenyl]amine), Cl (HCl). Run in CC(C)O (i-PrOH). Product: CC=1C=CC=2N(C1)N=C(C2C2=NC(=NC=C2)NC2=CC(=CC=C2)CN2CCCC2)C=2C=C(C=CC2)NC(CC=2SC=CC2)=O (N-{3-[6-methyl-3-(2-{[3-(1-pyrrolidinylmethyl)phenyl]amino}-4-pyrimidinyl)pyrazolo[1,5-a]pyridin-2-yl]phenyl}-2-(2-thienyl)acetamide). Isolated yield 50.0%. As a reaction SMILES: Cl[C:2]1[N:7]=[C:6]([C:8]2[C:9]([C:18]3[CH:19]=[C:20]([NH:24][C:25](=[O:32])[CH2:26][C:27]4[S:28][CH:29]=[CH:30][CH:31]=4)[CH:21]=[CH:22][CH:23]=3)=[N:10][N:11]3[CH:16]=[C:15]([CH3:17])[CH:14]=[CH:13][C:12]=23)[CH:5]=[CH:4][N:3]=1.C(N1CCN([C:42]2[CH:47]=[CH:46][C:45]([NH2:48])=[CH:44][CH:43]=2)CC1)(=O)C.Cl.O1[CH2:55][CH2:54]OCC1>CC(O)C>[CH3:17][C:15]1[CH:14]=[CH:13][C:12]2[N:11]([N:10]=[C:9]([C:18]3[CH:19]=[C:20]([NH:24][C:25](=[O:32])[CH2:26][C:27]4[S:28][CH:29]=[CH:30][CH:31]=4)[CH:21]=[CH:22][CH:23]=3)[C:8]=2[C:6]2[CH:5]=[CH:4][N:3]=[C:2]([NH:48][C:45]3[CH:44]=[CH:43][CH:42]=[C:47]([CH2:2][N:3]4[CH2:55][CH2:54][CH2:5][CH2:4]4)[CH:46]=3)[N:7]=2)[CH:16]=1. Procedure: N-{3-[3-(2-Chloro-4-pyrimidinyl)-6-methylpyrazolo[1,5-a]pyridin-2-yl]phenyl}-2-(2-thienyl)acetamide (60 mg, 0.13 mmol), [4-(4-acetyl-1-piperazinyl)phenyl]amine (35 mg, 0.16 mmol), and 4N HCl in dioxane (0.04 mL) were combined in i-PrOH (3 mL) and microwaved for 10 min. at 180° C. to afford the title compound as a yellow solid (42 mg, 50%). 1H NMR (400 MHz, DMSO-d6) δ 10.31 (s, 1H), 9.27 (s, 1H), 8.63 (s, 1H), 8.15 (d, J=5.1 Hz, 1H), 7.83 (s, 1H), 7.71 (d, J=7.6 Hz, 1H), 7.50 (d, J=9.0 Hz, 2H), 7... Starting materials: C(C=C)OC1=C(C=C(C=C1)C(CC(C(C)(C)C)=O)=O)OC (1-(4-allyloxy-3-methoxyphenyl)-4,4-dimethylpentane-1,3-dione), [H][H] (hydrogen). The reagents and catalysts are [Pd] (palladium/carbon). Solvent: C(C)O (ethanol). Run at time 2 hour. The product is COC=1C=C(C=CC1OCCC)C(CC(C(C)(C)C)=O)=O (1-(3-methoxy-4-propoxyphenyl)-4,4-dimethylpentane-1,3-dione). Reaction SMILES: [CH2:1]([O:4][C:5]1[CH:10]=[CH:9][C:8]([C:11](=[O:19])[CH2:12][C:13](=[O:18])[C:14]([CH3:17])([CH3:16])[CH3:15])=[CH:7][C:6]=1[O:20][CH3:21])[CH:2]=[CH2:3].[H][H]>C(O)C.[Pd]>[CH3:21][O:20][C:6]1[CH:7]=[C:8]([C:11](=[O:19])[CH2:12][C:13](=[O:18])[C:14]([CH3:17])([CH3:16])[CH3:15])[CH:9]=[CH:10][C:5]=1[O:4][CH2:1][CH2:2][CH3:3]. Procedure: A 50 ml eggplant type flask equipped with a magnetic stirrer, a dropping funnel, a reflux condenser and a gas-introducing tube was charged with 250 mg of a 5% palladium/carbon dispersed in 25 ml of ethanol and 5.0 g (24 mmol) of 1-(4-allyloxy-3-methoxyphenyl)-4,4-dimethylpentane-1,3-dione. After completely replacing the atmosphere of the reaction system with hydrogen, stirring was continued for 2 hours at room temperature. A light yellow oily material was obtained by removing the palladium/carbo... Starting materials: C(#N)C(C(=NOC(C)C)N1N=CN=C1)=NOCC(C)C (1-[2-cyano-2-isobutoxyimino-1-isopropoxyiminoethyl]-1H-1,2,4-triazole), Cl.NO (hydroxylamine hydrochloride), C(C)(=O)[O-].[Na+] (sodium acetate). Conditions: temperature 50 celsius, time 3 hour. The product is ONC(=N)C(C(=NOC(C)C)N1N=CN=C1)=NOCC(C)C (1-[2-(N-hydroxyamidino)-2-isobutyloxyimino-1-isopropoxyiminoethyl]-1H-1,2,4-triazole). Isolated yield 48.4%. As a reaction SMILES: [C:1]([C:3](=[N:15][O:16][CH2:17][CH:18]([CH3:20])[CH3:19])[C:4]([N:10]1[CH:14]=[N:13][CH:12]=[N:11]1)=[N:5][O:6][CH:7]([CH3:9])[CH3:8])#[N:2].Cl.[NH2:22][OH:23].C([O-])(=O)C.[Na+]>>[OH:23][NH:22][C:1]([C:3](=[N:15][O:16][CH2:17][CH:18]([CH3:20])[CH3:19])[C:4]([N:10]1[CH:14]=[N:13][CH:12]=[N:11]1)=[N:5][O:6][CH:7]([CH3:9])[CH3:8])=[NH:2] |f:1.2,3.4|. Reported procedure: (6.04 mmol) of the 1-[2-cyano-2-isobutoxyimino-1-isopropoxyiminoethyl]-1H-1,2,4-triazole produced based on Example 1 were added 0.46 g (6.62 mmol) of hydroxylamine hydrochloride and 0.54 g (6.58 mmol) of sodium acetate, followed by stirring at 50° C. for 3 hours. The solvent in the reaction mixture was distilled off under reduced pressure. The resulting crystal was washed with water and isopropyl ether, to obtain 0.91 g (yield: 48%) of 1-[2-(N-hydroxyamidino)-2-isobutyloxyimino-1-isopropoxyimino... Reactants: C(=NC1CCCCC1)=NC1CCCCC1, ClCCl, O=C(O)CC(Sc1nc2ccccc2[nH]1)c1ccccn1. Yields the product O=C1CC(c2ccccn2)Sc2nc3ccccc3n21. As a reaction SMILES: [CH:22]1([N:23]=[C:24]=[N:25][CH:26]2[CH2:27][CH2:28][CH2:29][CH2:30][CH2:31]2)[CH2:32][CH2:33][CH2:34][CH2:35][CH2:36]1.[Cl:37][CH2:38][Cl:39].[n:1]1[c:2]([S:10][CH:11]([CH2:12][C:13](=[O:14])[OH:15])[c:16]2[n:17][cH:18][cH:19][cH:20][cH:21]2)[nH:3][c:4]2[c:5]1[cH:6][cH:7][cH:8][cH:9]2>>[n:1]12[c:2]([n:3][c:4]3[c:5]1[cH:6][cH:7][cH:8][cH:9]3)[S:10][CH:11]([c:16]1[n:17][cH:18][cH:19][cH:20][cH:21]1)[CH2:12][C:13]2=[O:14]. Starting materials: NC1=C(C=C(C2=C1OCCO2)C(=O)OCC2CCN(CC2)CCNC=2NC=CC(N2)=O)Cl ([1-[2-[(1,4-dihydro-4-oxo-2-pyrimidinyl)amino]-ethyl]-4piperidinyl]methyl 8-amino-7-chloro-2,3-dihydro-1,4-benzodioxin-5-carboxylate), ClC1=NC2=CC=CC=C2C(=N1)O (2-chloro-4-hydroxyquinazoline), [O-2].[Ca+2] (calciumoxide). Solvent: CN(C(C)=O)C (N,N-dimethylacetamide). Conditions: temperature 140 celsius, time 1 hour. Yields the product NC1=C(C=C(C2=C1OCCO2)C(=O)OCC2CCN(CC2)CCNC=2NC1=CC=CC=C1C(N2)=O)Cl ([1-[2-[(1,4-dihydro-4-oxo-2-quinazolinyl)amino]ethyl]-4-piperidinyl]methyl 8-amino-7-chloro-2,3-dihydro-1,4-benzodioxin-5-carboxylate). Yield: 63.2%. As a reaction SMILES: [NH2:1][C:2]1[C:7]2[O:8][CH2:9][CH2:10][O:11][C:6]=2[C:5]([C:12]([O:14][CH2:15][CH:16]2[CH2:21][CH2:20][N:19]([CH2:22][CH2:23][NH:24][C:25]3[NH:26][CH:27]=[CH:28][C:29](=[O:31])[N:30]=3)[CH2:18][CH2:17]2)=[O:13])=[CH:4][C:3]=1[Cl:32].ClC1N=C(O)[C:41]2[C:36](=[CH:37][CH:38]=CC=2)N=1.[O-2].[Ca+2]>CN(C)C(=O)C>[NH2:1][C:2]1[C:7]2[O:8][CH2:9][CH2:10][O:11][C:6]=2[C:5]([C:12]([O:14][CH2:15][CH:16]2[CH2:21][CH2:20][N:19]([CH2:22][CH2:23][NH:24][C:25]3[NH:26][C:27]4[C:28]([C:29](=[O:31])[N:30]=3)=[CH:38][CH:37]=[CH:36][CH:41]=4)[CH2:18][CH2:17]2)=[O:13])=[CH:4][C:3]=1[Cl:32] |f:2.3|. Reported procedure: A mixture of intermediate 15 (2 g), 2-chloro-4-hydroxyquinazoline (1.9 g), N,N-dimethylacetamide (0.3 ml) and calciumoxide (0.4 g) was stirred for 1 hour at 140° C., then cooled and partitioned between water and DCM (+methanol). The organic layer was separated, dried, filtered and the solvent was evaporated. The residue was purified by column chromatography over silica gel (eluent: CH2Cl2/(CH3OH/NH3) 95/5). The desired fractions were collected and the solvent was evaporated. The residue was susp...